This data is from the Open Reaction Database (ORD), a public repository of structured organic reaction records. The task is: describe an organic reaction: reactants, conditions, products, and yield Starting materials: OS(=O)(=O)O.O=S(=O)=O (oleum), CC(=O)C (acetone), O=C1C(O)=C(O)[C@H](O1)[C@@H](O)CO (L-ascorbic acid). Conditions: temperature 0 celsius, time 6 hour. Yields the product CC1(OC[C@H](O1)[C@@H]2C(=C(C(=O)O2)O)O)C (5,6-isopropylidene-L-ascorbic acid). Reaction SMILES: OS(O)(=O)=O.O=S(=O)=O.[O:10]=[C:11]1[O:17][C@H:16]([C@H:18]([CH2:20][OH:21])[OH:19])[C:14]([OH:15])=[C:12]1[OH:13].[CH3:22][C:23]([CH3:25])=O>>[CH3:22][C:23]1([CH3:25])[O:19][C@H:18]([C@H:16]2[O:17][C:11](=[O:10])[C:12]([OH:13])=[C:14]2[OH:15])[CH2:20][O:21]1 |f:0.1|. Procedure: 55 g of 24% strength oleum were added dropwise to 480 ml of acetone (water content about 1.4%) at -10° C. 120 g of L-ascorbic acid were introduced into the resulting mixture at about 0° C., and the reaction mixture was stirred for 6 h at 0° C. It was then cooled to -15° C. and the crystals formed were filtered off under suction. The resulting filter cake was pressed dry, washed with twice 100 ml of ice cold acetone and dried at room temperature under reduced pressure from a water pump. The reactants are O (water), C(C)(=O)O (acetic acid), [BH4-].[Li+] (Lithium borohydride), COC=1C=C2C(=C(C=NC2=CC1OC)C(=O)N)NC1=C(C=C(C=C1)C(=O)OC)C (6,7-Dimethoxy-4-(4-methoxycarbonyl-2-methylanilino)-3-quinolinecarboxamide), [BH4-].[Li+] (lithium borohydride), C(C)(=O)O (Acetic acid). Solvent: O1CCCC1 (tetrahydrofuran). Run at time 24 hour. The product is OCC1=CC(=C(NC2=C(C=NC3=CC(=C(C=C23)OC)OC)C(=O)N)C=C1)C (4-(4-Hydroxymethyl-2-methylanilino)-6,7-dimethoxy-3-quinolinecarboxamide). Isolated yield 43.5%. Reaction SMILES: [CH3:1][O:2][C:3]1[CH:4]=[C:5]2[C:10](=[CH:11][C:12]=1[O:13][CH3:14])[N:9]=[CH:8][C:7]([C:15]([NH2:17])=[O:16])=[C:6]2[NH:18][C:19]1[CH:24]=[CH:23][C:22]([C:25](OC)=[O:26])=[CH:21][C:20]=1[CH3:29].[BH4-].[Li+].O.C(O)(=O)C>O1CCCC1>[OH:26][CH2:25][C:22]1[CH:23]=[CH:24][C:19]([NH:18][C:6]2[C:5]3[C:10](=[CH:11][C:12]([O:13][CH3:14])=[C:3]([O:2][CH3:1])[CH:4]=3)[N:9]=[CH:8][C:7]=2[C:15]([NH2:17])=[O:16])=[C:20]([CH3:29])[CH:21]=1 |f:1.2|. Reported procedure: 6,7-Dimethoxy-4-(4-methoxycarbonyl-2-methylanilino)-3-quinolinecarboxamide (0.080 g, 0.20 mmol) was dissolved in tetrahydrofuran (25 ml, dried over 4 A molecular sieves). Lithium borohydride (0.15 mg, 6.8 mmol) was added. The mixture was stirred for 24 h and additional lithium borohydride (0.050 g, 2.2 mmol) was added. The reaction mixture was stirred for additional 25 h and then poured into a cooled mixture of water (20 ml) and acetic acid (0.5 ml). Acetic acid (2 ml) was added and the mixture ... Starting materials: [Br-].C(=O)(O)CCCC[P+](C1=CC=CC=C1)(C1=CC=CC=C1)C1=CC=CC=C1 ((4-carboxybutyl)triphenylphosphonium bromide), [Cl-].[NH4+] (ammonium chloride), [H-].[Na+] (sodium hydride), O([Si](C)(C)C(C)(C)C)C[C@@H]1O[C@@H](OC[C@@H]1CC=O)C ((2R,4R,5S)-4-t-butyldimethylsiloxymethyl-5-formylmethyl-2-methyl-1,3-dioxane), C(C(=O)O)(=O)O (oxalic acid). Run in CS(=O)C (dimethylsulfoxide), CS(=O)C (dimethylsulfoxide), CS(=O)C (dimethylsulfoxide). Reaction conditions: temperature 75 celsius, time 15 minute. Yields the product O([Si](C)(C)C(C)(C)C)C[C@@H]1O[C@@H](OC[C@@H]1C\C=C/CCCC(=O)O)C ((2R,4R,5S)-4-t-butyldimethylsiloxymethyl-5-[(Z)-6-carboxy-2-hexenyl]-2-methyl-1,3-dioxane). Isolated yield 67.6%. RXN SMILES: [H-].[Na+].[Br-].[C:4]([CH2:7][CH2:8][CH2:9][CH2:10][P+](C1C=CC=CC=1)(C1C=CC=CC=1)C1C=CC=CC=1)([OH:6])=[O:5].[O:30]([CH2:38][C@H:39]1[C@@H:44]([CH2:45][CH:46]=O)[CH2:43][O:42][C@@H:41]([CH3:48])[O:40]1)[Si:31]([C:34]([CH3:37])([CH3:36])[CH3:35])([CH3:33])[CH3:32].[Cl-].[NH4+].C(O)(=O)C(O)=O>CS(C)=O>[O:30]([CH2:38][C@H:39]1[C@@H:44]([CH2:45]/[CH:46]=[CH:10]\[CH2:9][CH2:8][CH2:7][C:4]([OH:6])=[O:5])[CH2:43][O:42][C@@H:41]([CH3:48])[O:40]1)[Si:31]([C:34]([CH3:37])([CH3:36])[CH3:35])([CH3:33])[CH3:32] |f:0.1,2.3,5.6|. Procedure details: A suspension of sodium hydride (3.49 g, 60% in oil) in dimethylsulfoxide (75 ml) was heated at 75° C. for 1 hour and the resulting solution was cooled to room temperature. To the solution was added dropwise (4-carboxybutyl)triphenylphosphonium bromide (32.2 g) in dimethylsulfoxide (100 ml). After being stirred at room temperature for 15 minutes, to the mixture was added (2R,4R,5S)-4-t-butyldimethylsiloxymethyl-5-formylmethyl-2-methyl-1,3-dioxane (6.3 g) in dimethylsulfoxide (10 ml) and the solut... Reactants: C(C1=CC=CC=C1)OC(=O)N[C@@H](CC1=CC=C(C=C1)OC)C(=O)O (N-Benzyloxycarbonyl-O-methyl-L-tyrosine). The reagents and catalysts are [Pd] (palladium on charcoal). Solvent: C(C)O (ethanol), C1=CCCCC1 (cyclohexene). Product: COC1=CC=C(C[C@H](N)C(=O)O)C=C1 (O-methyl-L-tyrosine). Isolated yield 41.5%. Reaction SMILES: C(OC([NH:11][C@H:12]([C:22]([OH:24])=[O:23])[CH2:13][C:14]1[CH:19]=[CH:18][C:17]([O:20][CH3:21])=[CH:16][CH:15]=1)=O)C1C=CC=CC=1>C(O)C.[Pd].C1CCCCC=1>[CH3:21][O:20][C:17]1[CH:16]=[CH:15][C:14]([CH2:13][C@@H:12]([C:22]([OH:24])=[O:23])[NH2:11])=[CH:19][CH:18]=1. Procedure: N-Benzyloxycarbonyl-O-methyl-L-tyrosine (5.7 g, 17.3 mmol) was dissolved in ethanol (50 ml) and the solution added to a suspension of 10% palladium on charcoal (100 mg) in cyclohexene (10 ml). The reaction was then heated at reflux for 1 h, allowed to cool to ambient temperature, filtered, and the filtrate concentrated to give O-methyl-L-tyrosine (1.4 g, 43%) as a white solid which was used directly in the next step. Reactants: C(C)OC(=O)C(C(C)CCCCCCC)C(=O)OCC (Diethyl(2-n-heptylpropanedicarboxylate)), [H-].[Al+3].[Li+].[H-].[H-].[H-] (lithium aluminum hydride). Product: C(CCCCCC)C(CO)CO (2-n-Heptylpropan-1,3-diol). Reaction SMILES: C([O:3][C:4]([CH:6]([C:16](OCC)=[O:17])[CH:7]([CH2:9][CH2:10][CH2:11][CH2:12][CH2:13][CH2:14]C)C)=O)C.[H-].[Al+3].[Li+].[H-].[H-].[H-]>>[CH2:7]([CH:6]([CH2:4][OH:3])[CH2:16][OH:17])[CH2:9][CH2:10][CH2:11][CH2:12][CH2:13][CH3:14] |f:1.2.3.4.5.6|. Reported procedure: Quantities: compound from Example 3 (72.2 g, 0.3 mol) and lithium aluminum hydride (20 g, 0.53 mol). The experimental procedure was as described in Example 6. The pure product was recrystallised from light petrol/ethyl acetate; (49:1). Reactants: CCN=C=NCCCN(C)C, CCN(C(C)C)C(C)C, Nc1ccc(F)cc1, Nc1ncccc1C(=O)O, CN(C)C=O, O. Product: Nc1ncccc1C(=O)Nc1ccc(F)cc1. As a reaction SMILES: [CH3:1][CH2:2][N:3]=[C:4]=[N:5][CH2:6][CH2:7][CH2:8][N:9]([CH3:10])[CH3:11].[CH:22]([N:23]([CH2:24][CH3:25])[CH:26]([CH3:27])[CH3:28])([CH3:29])[CH3:30].[F:31][c:32]1[cH:33][cH:34][c:35]([NH2:38])[cH:36][cH:37]1.[NH2:12][c:13]1[c:14]([C:15](=[O:16])[OH:17])[cH:18][cH:19][cH:20][n:21]1.[O:40]=[CH:41][N:42]([CH3:43])[CH3:44].[OH2:39]>>[NH2:12][c:13]1[c:14]([C:15](=[O:17])[NH:38][c:35]2[cH:34][cH:33][c:32]([F:31])[cH:37][cH:36]2)[cH:18][cH:19][cH:20][n:21]1.